This data is from the Open Reaction Database (ORD), a public repository of structured organic reaction records. The task is: describe an organic reaction: reactants, conditions, products, and yield The reactants are Cl.CN(CCCN=C=NCC)C (N-(3-Dimethylaminopropyl)-N′-ethylcarbodiimide hydrochloride), C(C)(C)(C)S(=O)(=O)C[C@H](C1CC1)N1C([C@@](C[C@@H]([C@H]1C1=CC=C(C=C1)Cl)C1=CC(=CC=C1)Cl)(C)CC(=O)O)=O (2-((3R,5R,6S)-1-((S)-2-(tert-Butylsulfonyl)-1-cyclopropylethyl)-5-(3-chlorophenyl)-6-(4-chlorophenyl)-3-methyl-2-oxopiperidin-3-yl)acetic acid), NC1=CC=CC=C1 (aniline). Run at time 19 hour. Yields the product C(C)(C)(C)S(=O)(=O)C[C@H](C1CC1)N1C([C@@](C[C@@H]([C@H]1C1=CC=C(C=C1)Cl)C1=CC(=CC=C1)Cl)(C)CC(=O)NC1=CC=CC=C1)=O (2-((3R,5R,6S)-1-((S)-2-(tert-Butylsulfonyl)-1-cyclopropylethyl)-5-(3-chlorophenyl)-6-(4-chlorophenyl)-3-methyl-2-oxopiperidin-3-yl)-N-phenylacetamide). Reaction SMILES: Cl.CN(C)CCCN=C=NCC.[C:13]([S:17]([CH2:20][C@@H:21]([N:25]1[C@H:30]([C:31]2[CH:36]=[CH:35][C:34]([Cl:37])=[CH:33][CH:32]=2)[C@@H:29]([C:38]2[CH:43]=[CH:42][CH:41]=[C:40]([Cl:44])[CH:39]=2)[CH2:28][C@@:27]([CH2:46][C:47]([OH:49])=O)([CH3:45])[C:26]1=[O:50])[CH:22]1[CH2:24][CH2:23]1)(=[O:19])=[O:18])([CH3:16])([CH3:15])[CH3:14].[NH2:51][C:52]1[CH:57]=[CH:56][CH:55]=[CH:54][CH:53]=1>>[C:13]([S:17]([CH2:20][C@@H:21]([N:25]1[C@H:30]([C:31]2[CH:36]=[CH:35][C:34]([Cl:37])=[CH:33][CH:32]=2)[C@@H:29]([C:38]2[CH:43]=[CH:42][CH:41]=[C:40]([Cl:44])[CH:39]=2)[CH2:28][C@@:27]([CH2:46][C:47]([NH:51][C:52]2[CH:57]=[CH:56][CH:55]=[CH:54][CH:53]=2)=[O:49])([CH3:45])[C:26]1=[O:50])[CH:22]1[CH2:23][CH2:24]1)(=[O:18])=[O:19])([CH3:16])([CH3:14])[CH3:15] |f:0.1|. Reported procedure: N-(3-Dimethylaminopropyl)-N′-ethylcarbodiimide hydrochloride (EDC, 0.117 g, 0.612 mmol) was added to a solution of 2-((3R,5R,6S)-1-((S)-2-(tert-butylsulfonyl)-1-cyclopropylethyl)-5-(3-chlorophenyl)-6-(4-chlorophenyl)-3-methyl-2-oxopiperidin-3-yl)acetic acid (0.118 g, 0.204 mmol, Example 1, Step H) and aniline (0.020 mL, 0.225 mmol) at 0° C. After the addition was complete, the reaction mixture was removed from the ice bath and stirred at room temperature for 19 hours. The reaction mixture was di... The reactants are C[Mg+], CI, CCOCC, [I-], [Mg], CCCCCC(=O)CSC1C(O)CC(O)C1CC=CCCCC(=O)O. Product: CCCCCC(C)(O)CSC1C(O)CC(O)C1CC=CCCCC(=O)O. RXN SMILES: [CH3:27][Mg+:28].[CH3:30][I:31].[CH3:32][CH2:33][O:34][CH2:35][CH3:36].[I-:26].[Mg:29].[OH:1][CH:2]1[CH:3]([CH2:4][CH:5]=[CH:6][CH2:7][CH2:8][CH2:9][C:10](=[O:11])[OH:12])[CH:13]([S:17][CH2:18][C:19]([CH2:20][CH2:21][CH2:22][CH2:23][CH3:24])=[O:25])[CH:14]([OH:16])[CH2:15]1>>[OH:1][CH:2]1[CH:3]([CH2:4][CH:5]=[CH:6][CH2:7][CH2:8][CH2:9][C:10](=[O:11])[OH:12])[CH:13]([S:17][CH2:18][C:19]([CH2:20][CH2:21][CH2:22][CH2:23][CH3:24])([OH:25])[CH3:27])[CH:14]([OH:16])[CH2:15]1. Starting materials: C1CCOC1, COC(=O)c1ccccc1SC1CCC1, [Li+], [OH-]. The product is O=C(O)c1ccccc1SC1CCC1. RXN SMILES: [CH2:18]1[O:19][CH2:20][CH2:21][CH2:22]1.[CH:1]1([S:5][c:6]2[c:7]([C:8](=[O:9])[O:10][CH3:11])[cH:12][cH:13][cH:14][cH:15]2)[CH2:2][CH2:3][CH2:4]1.[Li+:17].[OH-:16]>>[CH:1]1([S:5][c:6]2[c:7]([C:8](=[O:9])[OH:10])[cH:12][cH:13][cH:14][cH:15]2)[CH2:2][CH2:3][CH2:4]1. The reactants are C(C)N(CCN1C(C2=C(CCC1)NC(=C2C)C=O)=O)CC (5-(2-diethylamino-ethyl)-3-methyl-4-oxo-1,4,5,6,7,8-hexahydro-pyrrolo[3,2-c]azepine-2-carbaldehyde), O=C1NC2=CC=C(C=C2C1)NC(C)=O (N-(2-oxo-2,3-dihydro-1H-indol-5-yl)-acetamide). Yields the product C(C)N(CCN1C(C2=C(CCC1)NC(=C2C)\C=C\2/C(NC1=CC=C(C=C21)NC(C)=O)=O)=O)CC ((Z)—N-{3-[5-(2-diethylamino-ethyl)-3-methyl-4-oxo-1,4,5,6,7,8-hexahydro-pyrrolo[3,2-c]azepin-2-ylmethylene]-2-oxo-2,3-dihydro-1H-indol-5-yl}-acetamide). Isolated yield 18.9%. Reaction SMILES: [CH2:1]([N:3]([CH2:20][CH3:21])[CH2:4][CH2:5][N:6]1[CH2:12][CH2:11][CH2:10][C:9]2[NH:13][C:14]([CH:17]=O)=[C:15]([CH3:16])[C:8]=2[C:7]1=[O:19])[CH3:2].[O:22]=[C:23]1[CH2:31][C:30]2[C:25](=[CH:26][CH:27]=[C:28]([NH:32][C:33](=[O:35])[CH3:34])[CH:29]=2)[NH:24]1>>[CH2:1]([N:3]([CH2:20][CH3:21])[CH2:4][CH2:5][N:6]1[CH2:12][CH2:11][CH2:10][C:9]2[NH:13][C:14](/[CH:17]=[C:31]3\[C:23](=[O:22])[NH:24][C:25]4[C:30]\3=[CH:29][C:28]([NH:32][C:33](=[O:35])[CH3:34])=[CH:27][CH:26]=4)=[C:15]([CH3:16])[C:8]=2[C:7]1=[O:19])[CH3:2]. Procedure details: The title compound was prepared under the same conditions as described in step 10 of Example 1 with 5-(2-diethylamino-ethyl)-3-methyl-4-oxo-1,4,5,6,7,8-hexahydro-pyrrolo[3,2-c]azepine-2-carbaldehyde 1j obtained from step 9 of Example 1 and N-(2-oxo-2,3-dihydro-1H-indol-5-yl)-acetamide 30d obtained from step 3 of Example 30 as starting materials to obtain (Z)—N-{3-[5-(2-diethylamino-ethyl)-3-methyl-4-oxo-1,4,5,6,7,8-hexahydro-pyrrolo[3,2-c]azepin-2-ylmethylene]-2-oxo-2,3-dihydro-1H-indol-5-yl}-ac... The reactants are [BH4-], CCO, [Na+], CCOC(=O)C=Cc1ccc(Sc2ccccc2)cc1. Yields the product CCOC(=O)CCc1ccc(Sc2ccccc2)cc1. As a reaction SMILES: [BH4-:21].[CH3:23][CH2:24][OH:25].[Na+:22].[c:1]1([S:7][c:8]2[cH:9][cH:10][c:11]([CH:14]=[CH:15][C:16](=[O:17])[O:18][CH2:19][CH3:20])[cH:12][cH:13]2)[cH:2][cH:3][cH:4][cH:5][cH:6]1>>[c:1]1([S:7][c:8]2[cH:9][cH:10][c:11]([CH2:14][CH2:15][C:16](=[O:17])[O:18][CH2:19][CH3:20])[cH:12][cH:13]2)[cH:2][cH:3][cH:4][cH:5][cH:6]1. The reactants are O=C([C@H](O)[C@@H](O)[C@H](O)CO)O (D-xylonic acid), O=C[C@H](O)[C@@H](O)[C@@H](O)CO (L-arabinose), C(C(C(C(C=O)O)O)O)O (pentose), O=C[C@H](O)[C@@H](O)[C@H](O)CO (D-xylose). Yields the product C([C@H]1[C@@H]([C@H](C(=O)O1)O)O)O (L-arabino-1,4-lactone), O=C([C@H](O)[C@@H](O)[C@@H](O)CO)O (L-arabinonic acid). As a reaction SMILES: [CH2:1]([OH:10])[CH:2]([OH:9])[CH:3]([OH:8])[CH:4]([OH:7])[CH:5]=[O:6].O=C[C@@H]([C@H]([C@@H](CO)O)O)O.[O:21]=[C:22]([OH:31])[C@@H:23]([C@H:25]([C@@H:27]([CH2:29][OH:30])[OH:28])[OH:26])[OH:24].O=C[C@@H]([C@H]([C@H](CO)O)O)O>>[CH2:1]([OH:10])[C@@H:2]1[O:9][C:5](=[O:6])[C@H:4]([OH:7])[C@H:3]1[OH:8].[O:21]=[C:22]([OH:31])[C@@H:23]([C@H:25]([C@H:27]([CH2:29][OH:30])[OH:28])[OH:26])[OH:24]. Procedure: Microbial synthesis begins with pentose oxidation using fermentor-controlled cultures (e.g., 1 L scale) of Pseudomonas fragi ATCC4973. (Buchert, J.; Viikari, L.; Linko, M.; Markkanen, P. Biotechnol. Lett. 1986, 8, 541. and Weimberg, R. J. Bio. Chem. 1961, 236, 629). D-xylose (100 g/L) is oxidized at 30° C. to D-xylonic acid and produces a 70% yield (77 g/L). L-arabinose is similarly oxidized and produces a 54% overall yield to a mixture of L-arabino-1,4-lactone (40 g/L) and L-arabinonic acid (15... The reactants are CN(C)C(=O)C(NC(=O)OC(C)(C)C)c1ccc(Oc2ccc(CCC(=O)NOC(=O)c3ccccc3)cc2)cc1, CO, [H][H], [Pd]. Yields the product CN(C)C(=O)C(NC(=O)OC(C)(C)C)c1ccc(Oc2ccc(CCC(=O)NO)cc2)cc1. Reaction SMILES: [C:1]([CH3:2])([CH3:3])([CH3:4])[O:5][C:6]([NH:7][CH:8]([C:9]([N:10]([CH3:11])[CH3:12])=[O:13])[c:14]1[cH:15][cH:16][c:17]([O:20][c:21]2[cH:22][cH:23][c:24]([CH2:27][CH2:28][C:29]([NH:30][O:31][C:32](=[O:33])[c:34]3[cH:35][cH:36][cH:37][cH:38][cH:39]3)=[O:40])[cH:25][cH:26]2)[cH:18][cH:19]1)=[O:41].[CH3:44][OH:45].[H:42][H:43].[Pd:46]>>[C:1]([CH3:2])([CH3:3])([CH3:4])[O:5][C:6]([NH:7][CH:8]([C:9]([N:10]([CH3:11])[CH3:12])=[O:13])[c:14]1[cH:15][cH:16][c:17]([O:20][c:21]2[cH:22][cH:23][c:24]([CH2:27][CH2:28][C:29]([NH:30][OH:31])=[O:40])[cH:25][cH:26]2)[cH:18][cH:19]1)=[O:41]. The reactants are C(O)([O-])=O.[Na+] (sodium hydrogen carbonate), C1(CC1)S(=O)(=O)C1=CC=C(C=C1)C(C(C=C)=O)CC1CCOCC1 (4-[4-(cyclopropylsulfonyl)phenyl]-5-(tetrahydro-2H-pyran-4-yl)pent-1-en-3-one), C(=O)C1=CC=C(C=N1)C(=O)OC (methyl 6-formylpyridine-3-carboxylate), C(C)(=O)[O-].[NH4+] (ammonium acetate). The reagents and catalysts are [Cl-].C(C1=CC=CC=C1)[N+]1=CSC(=C1C)CCO (3-benzyl-5-(2-hydroxyethyl)-4-methyl-1,3-thiazol-3-ium chloride). Solvent: O (Water), C(C)O (ethanol), C(C)N(CC)CC (triethylamine), C(C)(=O)O (acetic acid). Reaction conditions: temperature 70 celsius, time 2.5 hour. Yields the product C1(CC1)S(=O)(=O)C1=CC=C(C=C1)C(CC1CCOCC1)C1=CC=C(N1)C1=CC=C(C=N1)C(=O)OC (Methyl 6-(5-{1-[4-(cyclopropylsulfonyl)phenyl]-2-(tetrahydro-2H-pyran-4-yl)ethyl}-1H-pyrrol-2-yl)pyridine-3-carboxylate). The yield is 50.2%. RXN SMILES: [CH:1]1([S:4]([C:7]2[CH:12]=[CH:11][C:10]([CH:13]([CH2:18][CH:19]3[CH2:24][CH2:23][O:22][CH2:21][CH2:20]3)[C:14](=O)[CH:15]=[CH2:16])=[CH:9][CH:8]=2)(=[O:6])=[O:5])[CH2:3][CH2:2]1.[CH:25]([C:27]1[N:32]=[CH:31][C:30]([C:33]([O:35][CH3:36])=[O:34])=[CH:29][CH:28]=1)=O.C([O-])(=O)C.[NH4+:41].C(=O)([O-])O.[Na+]>C(O)C.[Cl-].C([N+]1C(C)=C(CCO)SC=1)C1C=CC=CC=1.C(O)(=O)C.O.C(N(CC)CC)C>[CH:1]1([S:4]([C:7]2[CH:12]=[CH:11][C:10]([CH:13]([C:14]3[NH:41][C:25]([C:27]4[N:32]=[CH:31][C:30]([C:33]([O:35][CH3:36])=[O:34])=[CH:29][CH:28]=4)=[CH:16][CH:15]=3)[CH2:18][CH:19]3[CH2:24][CH2:23][O:22][CH2:21][CH2:20]3)=[CH:9][CH:8]=2)(=[O:6])=[O:5])[CH2:3][CH2:2]1 |f:2.3,4.5,7.8|. Reported procedure: To a solution of 4-[4-(cyclopropylsulfonyl)phenyl]-5-(tetrahydro-2H-pyran-4-yl)pent-1-en-3-one (2.47 g) in ethanol (35 mL) were added methyl 6-formylpyridine-3-carboxylate (1.29 g), 3-benzyl-5-(2-hydroxyethyl)-4-methyl-1,3-thiazol-3-ium chloride (191 mg) and triethylamine (0.397 mL), and the mixture was stirred at 70° C. for 2.5 hr. Water was added to the reaction mixture, and the mixture was extracted with ethyl acetate. The extract was washed successively with water and saturated brine, dried ... Reactants: COc1ccc2cc(C3=CCCCC3)sc2c1, CCOC(C)=O. Product: COc1ccc2cc(C3CCCCC3)sc2c1. RXN SMILES: [C:1]1([c:7]2[cH:8][c:9]3[c:10]([s:11]2)[cH:12][c:13]([O:16][CH3:17])[cH:14][cH:15]3)=[CH:2][CH2:3][CH2:4][CH2:5][CH2:6]1.[CH3:18][CH2:19][O:20][C:21](=[O:22])[CH3:23]>>[CH:1]1([c:7]2[cH:8][c:9]3[c:10]([s:11]2)[cH:12][c:13]([O:16][CH3:17])[cH:14][cH:15]3)[CH2:2][CH2:3][CH2:4][CH2:5][CH2:6]1.